Dataset: the Open Reaction Database (ORD), a public repository of structured organic reaction records. Task: describe an organic reaction: reactants, conditions, products, and yield Reaction SMILES: [CH2:27]1[O:28][CH2:29][CH2:30][CH2:31]1.[CH2:3]([CH3:4])[O:5][C:6]([N:7]([CH2:8][c:9]1[cH:10][cH:11][cH:12][cH:13][cH:14]1)[c:15]1[c:16]([N+:23](=[O:24])[O-:25])[c:17]([NH2:22])[n:18][c:19]([Br:21])[cH:20]1)=[O:26].[CH3:1][NH2:2]>>[CH3:1][NH:2][c:19]1[n:18][c:17]([NH2:22])[c:16]([N+:23](=[O:24])[O-:25])[c:15]([N:7]([C:6]([O:5][CH2:3][CH3:4])=[O:26])[CH2:8][c:9]2[cH:10][cH:11][cH:12][cH:13][cH:14]2)[cH:20]1. Reactants: C1CCOC1, CCOC(=O)N(Cc1ccccc1)c1cc(Br)nc(N)c1[N+](=O)[O-], CN. Yields the product CCOC(=O)N(Cc1ccccc1)c1cc(NC)nc(N)c1[N+](=O)[O-]. Reactants: OC1=C(C=O)C=C(C=C1)C (2-hydroxy-5-methylbenzaldehyde), C(=O)([O-])[O-].[K+].[K+] (K2CO3), BrCC(=O)OCC (ethyl bromoacetate). Solvent: CN(C)C=O (DMF). Conditions: time 2 hour. Yields the product CC=1C=CC2=C(C=C(O2)C(=O)OCC)C1 (Ethyl 5-Methyl-benzofuran-2-carboxylate). The yield is 30.7%. As a reaction SMILES: [OH:1][C:2]1[CH:9]=[CH:8][C:7]([CH3:10])=[CH:6][C:3]=1[CH:4]=O.C([O-])([O-])=O.[K+].[K+].Br[CH2:18][C:19]([O:21][CH2:22][CH3:23])=[O:20]>CN(C=O)C>[CH3:10][C:7]1[CH:8]=[CH:9][C:2]2[O:1][C:18]([C:19]([O:21][CH2:22][CH3:23])=[O:20])=[CH:4][C:3]=2[CH:6]=1 |f:1.2.3|. Procedure details: To a stirred suspension of 2-hydroxy-5-methylbenzaldehyde (5 g, 36.7 mmol) and K2CO3 (12.7 g, 91.8 mmol) in DMF (30 mL), ethyl bromoacetate (4.07 ml, 36.7 mmol) was added drop-wise. This mixture was allowed to stir for two hours under nitrogen at room temperature, and was then heated to 80° C. and stirred overnight. The reaction was quenched with H2O to form a precipitate which was collected by filtration and purified by flash chromatography (eluent 5% EtOAc in hexane) to give the title compound... The reactants are C[Si](C)(C)CCOCCl, [H-], Ic1ccnc2[nH]cnc12, [Na+], CN(C)C=O. Yields the product C[Si](C)(C)CCOCn1cnc2c(I)ccnc21. As a reaction SMILES: [CH3:13][Si:14]([CH3:15])([CH3:16])[CH2:17][CH2:18][O:19][CH2:20][Cl:21].[H-:11].[I:1][c:2]1[c:3]2[c:4]([n:5][cH:6][cH:7]1)[nH:8][cH:9][n:10]2.[Na+:12].[O:22]=[CH:23][N:24]([CH3:25])[CH3:26]>>[I:1][c:2]1[c:3]2[c:4]([n:5][cH:6][cH:7]1)[n:8]([CH2:20][O:19][CH2:18][CH2:17][Si:14]([CH3:13])([CH3:15])[CH3:16])[cH:9][n:10]2. RXN SMILES: [CH3:1][O:2][C:3]1[CH:4]=[C:5]([CH:28]=[CH:29][CH:30]=1)[CH2:6][N:7]1[CH:16]([CH3:17])[CH2:15][C:14]2[C:9](=[CH:10][C:11]([O:26][CH3:27])=[C:12]([O:18]CC3C=CC=CC=3)[CH:13]=2)[CH2:8]1>C1COCC1.CCO.[Pd]>[CH3:1][O:2][C:3]1[CH:4]=[C:5]([CH:28]=[CH:29][CH:30]=1)[CH2:6][N:7]1[CH:16]([CH3:17])[CH2:15][C:14]2[C:9](=[CH:10][C:11]([O:26][CH3:27])=[C:12]([OH:18])[CH:13]=2)[CH2:8]1. Run in C1CCOC1 (THF), CCO (EtOH). The reactants are COC=1C=C(CN2CC3=CC(=C(C=C3CC2C)OCC2=CC=CC=C2)OC)C=CC1 (2-(3-Methoxybenzyl)-6-(benzyloxy)-1,2,3,4-tetrahydro-7-methoxy-3-methylisoquinoline). Reported procedure: A solution of 214 (330 mg, 0.82 mmol) in THF (6 mL) and EtOH (6 mL) was treated with 10% Pd/C (33 mg) and stirred under an atmosphere of hydrogen. The reaction was monitored by TLC. Upon completion, the resultant suspension was filtered through celite, washed with ethyl acetate and then evaporated under reduced pressure. Purification (personal flashmaster: 20 g, hex:EtOAc; 2:1) afforded the title compound (118 mg, 46%) as a pale yellow solid. mp=100-105° C. 1H NMR (270 MHz; CDCl3) 1.12 (3H, d, J... Yield: 45.9%. The product is COC=1C=C(CN2CC3=CC(=C(C=C3CC2C)O)OC)C=CC1 (2-(3-Methoxybenzyl)-1,2,3,4-tetrahydro-7-methoxy-3-methylisoquinolin-6-ol). Reagents/catalysts: [Pd] (Pd/C). Reactants: solution, Cl (HCl), ClC=1C=CC2=C(CN(C(CN3C2=C(C=2C=CC(=CC23)C(=O)OC)C2CCCCC2)=O)CCN(C)C)C1 (methyl 3-chloro-14-cyclohexyl-6-[2-(dimethylamino)ethyl]-7-oxo-5,6,7,8-tetrahydroindolo[2,1-a][2,5]benzodiazocine-11-carboxylate), B.C1CCOC1 (BH3.THF). The solvent is CO (MeOH), CO (MeOH), C1CCOC1 (THF). Reaction conditions: time 2 hour. Product: ClC=1C=CC2=C(CN(CCN3C2=C(C=2C=CC(=CC23)C(=O)OC)C2CCCCC2)CCN(C)C)C1 (methyl 3-chloro-14-cyclohexyl-6-[2-(dimethylamino)ethyl]-5,6,7,8-tetrahydroindolo[2,1-a][2,5]benzodiazocine-11-carboxylate). As a reaction SMILES: [Cl:1][C:2]1[CH:3]=[CH:4][C:5]2[C:12]3=[C:13]([CH:24]4[CH2:29][CH2:28][CH2:27][CH2:26][CH2:25]4)[C:14]4[CH:15]=[CH:16][C:17]([C:20]([O:22][CH3:23])=[O:21])=[CH:18][C:19]=4[N:11]3[CH2:10][C:9](=O)[N:8]([CH2:31][CH2:32][N:33]([CH3:35])[CH3:34])[CH2:7][C:6]=2[CH:36]=1.B.C1COCC1.Cl>C1COCC1.CO>[Cl:1][C:2]1[CH:3]=[CH:4][C:5]2[C:12]3=[C:13]([CH:24]4[CH2:29][CH2:28][CH2:27][CH2:26][CH2:25]4)[C:14]4[CH:15]=[CH:16][C:17]([C:20]([O:22][CH3:23])=[O:21])=[CH:18][C:19]=4[N:11]3[CH2:10][CH2:9][N:8]([CH2:31][CH2:32][N:33]([CH3:35])[CH3:34])[CH2:7][C:6]=2[CH:36]=1 |f:1.2|. Reported procedure: To a solution of methyl 3-chloro-14-cyclohexyl-6-[2-(dimethylamino)ethyl]-7-oxo-5,6,7,8-tetrahydroindolo[2,1-a][2,5]benzodiazocine-11-carboxylate (from Step 6) in THF (0.02 M), BH3.THF (1 M solution in THF, 5 eq) was added and the solution allowed to stir at RT for 2 h. MeOH (0.02 M) and a 1.25 M solution HCl in MeOH (0.24 M) were added carefully and stirred overnight at RT before being heated at 60° C. for 3 h. The volatiles were then removed in vacuo. The volume of the solution was reduced in ...